This data is from the Open Reaction Database (ORD), a public repository of structured organic reaction records. The task is: describe an organic reaction: reactants, conditions, products, and yield Reactants: OC1=CC=2C=C[C@H]3[C@@H]4CCC([C@@]4(C)CC[C@@H]3C2C=C1)=O (3-hydroxy-estra-1,3,5(10),6-tetraen-17-one), O1CCCC1 (tetrahydrofuran), C1(=CC=C(C=C1)S(=O)(=O)O)C (para-toluenesulfonic acid). Run in C(C)(=O)OCC (ethyl acetate), O1CCCC=C1 (dihydropyran). Yields the product O1C(CCCC1)OC1=CC=2C=C[C@H]3[C@@H]4CCC([C@@]4(C)CC[C@@H]3C2C=C1)=O (3-tetrahydropyranyloxy-estra-1,3,5(10),6-tetraen-17-one). RXN SMILES: [OH:1][C:2]1[CH:19]=[CH:18][C:17]2[C@@H:16]3[C@H:7]([C@H:8]4[C@@:12]([CH2:14][CH2:15]3)([CH3:13])[C:11](=[O:20])[CH2:10][CH2:9]4)[CH:6]=[CH:5][C:4]=2[CH:3]=1.[C:21]1(C)C=[CH:25][C:24](S(O)(=O)=O)=[CH:23][CH:22]=1.[O:32]1CCCC1>O1C=CCCC1.C(OCC)(=O)C>[O:32]1[CH2:25][CH2:24][CH2:23][CH2:22][CH:21]1[O:1][C:2]1[CH:19]=[CH:18][C:17]2[C@@H:16]3[C@H:7]([C@H:8]4[C@@:12]([CH2:14][CH2:15]3)([CH3:13])[C:11](=[O:20])[CH2:10][CH2:9]4)[CH:6]=[CH:5][C:4]=2[CH:3]=1. Procedure: A suspension of 2.6 g of 3-hydroxy-estra-1,3,5(10),6-tetraen-17-one in 26 ml of tetrahydrofuran and 2.6 ml of dihydropyran is stirred with 12.3 mg of para-toluenesulfonic acid for 3 hours at room temperature. Then, it is diluted with ethyl acetate, washed with sodium bicarbonate solution as well as with saturated sodium chloride solution, dried on sodium sulfate and concentrated by evaporation in a vacuum. 3.0 g of 3-tetrahydropyranyloxy-estra-1,3,5(10),6-tetraen-17-one is obtained as colorless ... Reactants: CC(=O)OC(C)C, CN1CCOCC1, CCCCCCC, O=S(=O)(Cl)c1ccc(Cl)s1, NC(CO)C(C(F)(F)F)C(F)(F)F, O. Yields the product O=S(=O)(NC(CO)C(C(F)(F)F)C(F)(F)F)c1ccc(Cl)s1. As a reaction SMILES: [C:32]([O:33][CH:34]([CH3:35])[CH3:36])(=[O:37])[CH3:38].[CH3:1][N:2]1[CH2:3][CH2:4][O:5][CH2:6][CH2:7]1.[CH3:39][CH2:40][CH2:41][CH2:42][CH2:43][CH2:44][CH3:45].[Cl:21][c:22]1[cH:23][cH:24][c:25]([S:27](=[O:28])(=[O:29])[Cl:30])[s:26]1.[NH2:8][CH:9]([CH2:10][OH:11])[CH:12]([C:13]([F:14])([F:15])[F:16])[C:17]([F:18])([F:19])[F:20].[OH2:31]>>[NH:8]([CH:9]([CH2:10][OH:11])[CH:12]([C:13]([F:14])([F:15])[F:16])[C:17]([F:18])([F:19])[F:20])[S:27]([c:25]1[cH:24][cH:23][c:22]([Cl:21])[s:26]1)(=[O:28])=[O:29]. Starting materials: F[C@H]1CO[C@@H](CC[C@H]1NC(OC(C)(C)C)=O)C1=C(C=NN1C)[N+](=O)[O-] (tert-butyl ((3R,4R,7S)-3-fluoro-7-(1-methyl-4-nitro-1H-pyrazol-5-yl)oxepan-4-yl)carbamate), F[C@H]1CO[C@@H](CC[C@H]1NC(OC(C)(C)C)=O)C1=C(C=NN1C)[N+](=O)[O-] (tert-butyl ((3R,4R,7S)-3-fluoro-7-(1-methyl-4-nitro-1H-pyrazol-5-yl)oxepan-4-yl)carbamate), FC1=C(C(=CC(=C1)C1(COC1)OC)F)C1=C(C=CC(=N1)C(=O)O)F (6-(2,6-difluoro-4-(3-methoxyoxetan-3-yl)phenyl)-5-fluoropicolinic acid). The product is N[C@@H]1CC[C@H](OC[C@@H]1F)C1=C(C=NN1C)NC(C1=NC(=C(C=C1)F)C1=C(C=C(C=C1F)C1(COC1)OC)F)=O (N-(5-((2S,5R,6R)-5-amino-6-fluorooxepan-2-yl)-1-methyl-1H-pyrazol-4-yl)-6-(2,6-difluoro-4-(3-methoxyoxetan-3-yl)phenyl)-5-fluoropicolinamide). Reaction SMILES: [F:1][C@@H:2]1[C@H:8]([NH:9]C(=O)OC(C)(C)C)[CH2:7][CH2:6][C@@H:5]([C:17]2[N:21]([CH3:22])[N:20]=[CH:19][C:18]=2[N+:23]([O-])=O)[O:4][CH2:3]1.[F:26][C:27]1[CH:32]=[C:31]([C:33]2([O:37][CH3:38])[CH2:36][O:35][CH2:34]2)[CH:30]=[C:29]([F:39])[C:28]=1[C:40]1[N:45]=[C:44]([C:46](O)=[O:47])[CH:43]=[CH:42][C:41]=1[F:49]>>[NH2:9][C@H:8]1[C@@H:2]([F:1])[CH2:3][O:4][C@H:5]([C:17]2[N:21]([CH3:22])[N:20]=[CH:19][C:18]=2[NH:23][C:46](=[O:47])[C:44]2[CH:43]=[CH:42][C:41]([F:49])=[C:40]([C:28]3[C:29]([F:39])=[CH:30][C:31]([C:33]4([O:37][CH3:38])[CH2:36][O:35][CH2:34]4)=[CH:32][C:27]=3[F:26])[N:45]=2)[CH2:6][CH2:7]1. Procedure: Following the procedure for Example 111 starting from tert-butyl ((3R,4R,7S)-3-fluoro-7-(1-methyl-4-nitro-1H-pyrazol-5-yl)oxepan-4-yl)carbamate (Intermediate 24), and replacing 5-((tert-butoxycarbonyl)amino)-2-(2,6-difluorophenyl)thiazole-4-carboxylic acid with 6-(2,6-difluoro-4-(3-methoxyoxetan-3-yl)phenyl)-5-fluoropicolinic acid (see WO2012/225062) gave 203. 1H NMR (400 MHz, DMSO-d6) δ 10.43 (s, 1H), 8.31 (dd, J=8.7, 4.0 Hz, 1H), 8.19 (t, J=8.9 Hz, 1H), 7.95 (s, 1H), 7.49 (d, J=9.3 Hz, 2H), 4.... The reactants are COc1c(Cl)cc2c(SC)nc(SC)nc2c1OC, N, C1CCOC1. Yields the product COc1c(Cl)cc2c(N)nc(SC)nc2c1OC. RXN SMILES: [Cl:1][c:2]1[cH:3][c:4]2[c:5]([S:18][CH3:19])[n:6][c:7]([S:16][CH3:17])[n:8][c:9]2[c:10]([O:14][CH3:15])[c:11]1[O:12][CH3:13].[NH3:20].[O:21]1[CH2:22][CH2:23][CH2:24][CH2:25]1>>[Cl:1][c:2]1[cH:3][c:4]2[c:5]([NH2:20])[n:6][c:7]([S:16][CH3:17])[n:8][c:9]2[c:10]([O:14][CH3:15])[c:11]1[O:12][CH3:13]. The reactants are NC1=C(C(=O)NC2=CC(=C(C=C2)OCCN2CCCC2)OC)C=C(C=C1)OC1=CC=CC=C1 (2-amino-N-[3-methoxy-4-(2-pyrrolidin-1-yl-ethoxy)-phenyl]-5-phenoxy-benzamide), N(=O)OCCCC (butyl nitrite), C1CCC2=NCCCN2CC1 (DBU). The reagents and catalysts are C(=O)(C(F)(F)F)O (TFA). Solvent: ClCCl (dichloromethane). Run at time 1 minute. The product is COC=1C=C(C=CC1OCCN1CCCC1)N1N=NC2=C(C1=O)C=C(C=C2)OC2=CC=CC=C2 (3-[3-Methoxy-4-(2-pyrrolidin-1-yl-ethoxy)phenyl]-6-phenoxy-3H-benzo[d][1,2,3]triazin-4-one). Reaction SMILES: [NH2:1][C:2]1[CH:26]=[CH:25][C:24]([O:27][C:28]2[CH:33]=[CH:32][CH:31]=[CH:30][CH:29]=2)=[CH:23][C:3]=1[C:4]([NH:6][C:7]1[CH:12]=[CH:11][C:10]([O:13][CH2:14][CH2:15][N:16]2[CH2:20][CH2:19][CH2:18][CH2:17]2)=[C:9]([O:21][CH3:22])[CH:8]=1)=[O:5].[N:34](OCCCC)=O.C1CCN2C(=NCCC2)CC1>ClCCl.C(O)(C(F)(F)F)=O>[CH3:22][O:21][C:9]1[CH:8]=[C:7]([N:6]2[C:4](=[O:5])[C:3]3[CH:23]=[C:24]([O:27][C:28]4[CH:33]=[CH:32][CH:31]=[CH:30][CH:29]=4)[CH:25]=[CH:26][C:2]=3[N:1]=[N:34]2)[CH:12]=[CH:11][C:10]=1[O:13][CH2:14][CH2:15][N:16]1[CH2:17][CH2:18][CH2:19][CH2:20]1. Reported procedure: A solution of the free base of this amine (58 mg, 0.13 mmol) in dichloromethane (2 ml) was acidified with 5 drops of TFA then treated with butyl nitrite (100 ul). A deep orange colour formed immediately. After 1 minute, DBU was introduced dropwise until basic. The solvent was removed in vacuo and the residue purified by flash chromatography on silica gel (eluting with methanol-dichloromethane-aqueous ammonia) to give the title compound which crystallised as a pale yellow HCl salt on treatment wi...